Dataset: the Open Reaction Database (ORD), a public repository of structured organic reaction records. Task: describe an organic reaction: reactants, conditions, products, and yield Run at temperature 150 celsius, time 16 hour. Reported procedure: 1-(2,4-Dihydroxy-5-isopropyl-phenyl)-ethanone (1 eq) was dissolved in DMF and potassium carbonate (2.2 eq) then benzyl bromide (2.2 eq) were added. The suspension was heated, with stirring to 150° C., under nitrogen, for 16 hrs. The solution was cooled to room temperature and the mixture was poured into 1MHCl (aq) then extracted in to ethyl acetate. The organic phases were combined and washed again with 1MHCl (aq) then five times with brine solution. The organic phase was dried over MgSO4, filte... RXN SMILES: [OH:1][C:2]1[CH:7]=[C:6]([OH:8])[C:5]([CH:9]([CH3:11])[CH3:10])=[CH:4][C:3]=1[C:12](=[O:14])[CH3:13].C(=O)([O-])[O-].[K+].[K+].[CH2:21](Br)[C:22]1[CH:27]=[CH:26][CH:25]=[CH:24][CH:23]=1>CN(C=O)C>[CH2:21]([O:1][C:2]1[CH:7]=[C:6]([O:8][CH2:12][C:3]2[CH:4]=[CH:5][CH:6]=[CH:7][CH:2]=2)[C:5]([CH:9]([CH3:11])[CH3:10])=[CH:4][C:3]=1[C:12](=[O:14])[CH3:13])[C:22]1[CH:27]=[CH:26][CH:25]=[CH:24][CH:23]=1 |f:1.2.3|. The solvent is CN(C)C=O (DMF). The reactants are C([O-])([O-])=O.[K+].[K+] (potassium carbonate), C(C1=CC=CC=C1)Br (benzyl bromide), OC1=C(C=C(C(=C1)O)C(C)C)C(C)=O (1-(2,4-Dihydroxy-5-isopropyl-phenyl)-ethanone). Product: C(C1=CC=CC=C1)OC1=C(C=C(C(=C1)OCC1=CC=CC=C1)C(C)C)C(C)=O (1-(2,4-Bis-benzyloxy-5-isopropyl-phenyl)-ethanone). Reactants: BrC=1C=C(N)C=C(C1)Br (3,5-dibromoaniline), C(CCC)[Sn](C1=NC=CC=N1)(CCCC)CCCC (2-tributylstannylpyrimidine). The reagents and catalysts are C=1C=CC(=CC1)[P](C=2C=CC=CC2)(C=3C=CC=CC3)[Pd]([P](C=4C=CC=CC4)(C=5C=CC=CC5)C=6C=CC=CC6)([P](C=7C=CC=CC7)(C=8C=CC=CC8)C=9C=CC=CC9)[P](C=1C=CC=CC1)(C=1C=CC=CC1)C=1C=CC=CC1 (Pd(Ph3P)4). The solvent is C1(=CC=CC=C1)C (toluene). Run at temperature 110 celsius, time 3 day. Product: N1=C(N=CC=C1)C=1C=C(N)C=C(C1)C1=NC=CC=N1 (3,5-di(pyrimidin-2-yl)aniline), BrC=1C=C(N)C=C(C1)C1=NC=CC=N1 (3-bromo-5-(pyrimidin-2-yl)aniline). As a reaction SMILES: Br[C:2]1[CH:3]=[C:4]([CH:6]=[C:7]([Br:9])[CH:8]=1)[NH2:5].C([Sn](CCCC)(CCCC)[C:15]1[N:20]=[CH:19][CH:18]=[CH:17][N:16]=1)CCC>C1(C)C=CC=CC=1.C1C=CC([P]([Pd]([P](C2C=CC=CC=2)(C2C=CC=CC=2)C2C=CC=CC=2)([P](C2C=CC=CC=2)(C2C=CC=CC=2)C2C=CC=CC=2)[P](C2C=CC=CC=2)(C2C=CC=CC=2)C2C=CC=CC=2)(C2C=CC=CC=2)C2C=CC=CC=2)=CC=1>[N:16]1[CH:17]=[CH:18][CH:19]=[N:20][C:15]=1[C:2]1[CH:3]=[C:4]([CH:6]=[C:7]([C:15]2[N:16]=[CH:17][CH:18]=[CH:19][N:20]=2)[CH:8]=1)[NH2:5].[Br:9][C:7]1[CH:6]=[C:4]([CH:3]=[C:2]([C:15]2[N:20]=[CH:19][CH:18]=[CH:17][N:16]=2)[CH:8]=1)[NH2:5] |^1:39,41,60,79|. Procedure details: The mixture of 3,5-dibromoaniline (1.05 g, 4.2 mmol), 2-tributylstannylpyrimidine (5.00 g, 13.6 mmol), Pd(Ph3P)4 (0.97 g, 0.84 mmol) in 60 mL toluene was degassed with argon stream and stirred at 110° C. in argon atmosphere for three days. It was cooled to RT, diluted with EtOAc, filtered through celite, concentrated in vacuo, and subjected to silica flash column to isolate 3,5-di(pyrimidin-2-yl)aniline and 3-bromo-5-(pyrimidin-2-yl)aniline. Reactants: CN(C)C(=O)NC(C(=O)OC(C)(C)C)c1ccccc1, ClCCl, O=C(O)C(F)(F)F. Product: CN(C)C(=O)NC(C(=O)O)c1ccccc1. Reaction SMILES: [CH3:1][N:2]([C:3]([NH:4][CH:5]([C:6](=[O:7])[O:8][C:9]([CH3:10])([CH3:11])[CH3:12])[c:13]1[cH:14][cH:15][cH:16][cH:17][cH:18]1)=[O:19])[CH3:20].[Cl:28][CH2:29][Cl:30].[F:21][C:22]([F:23])([F:24])[C:25]([OH:26])=[O:27]>>[CH3:1][N:2]([C:3]([NH:4][CH:5]([C:6](=[O:7])[OH:8])[c:13]1[cH:14][cH:15][cH:16][cH:17][cH:18]1)=[O:19])[CH3:20].